From a dataset of the Open Reaction Database (ORD), a public repository of structured organic reaction records. describe an organic reaction: reactants, conditions, products, and yield The reactants are ClC1=CC=C(C=C1)C1=CC=C(C=C1)N (4′-chloro-[1,1′-biphenyl]-4-amine), BrC1=C(C(=O)O)C=CC(=C1)C (2-bromo-4-methylbenzoic acid), C(CCl)Cl (EDC), C=1C=CC2=C(C1)N=NN2O (HOBt), C(C)(C)N(CC)C(C)C (diisopropylethyl amine). Solvent: C1CCOC1 (THF). Yields the product BrC1=C(C(=O)NC2=CC=C(C=C2)C2=CC=C(C=C2)Cl)C=CC(=C1)C (2-bromo-N-(4′-chloro-[1,1′-biphenyl]-4-yl)-4-methylbenzamide). Reaction SMILES: [Cl:1][C:2]1[CH:7]=[CH:6][C:5]([C:8]2[CH:13]=[CH:12][C:11]([NH2:14])=[CH:10][CH:9]=2)=[CH:4][CH:3]=1.[Br:15][C:16]1[CH:24]=[C:23]([CH3:25])[CH:22]=[CH:21][C:17]=1[C:18](O)=[O:19].C(Cl)CCl.C1C=CC2N(O)N=NC=2C=1.C(N(C(C)C)CC)(C)C>C1COCC1>[Br:15][C:16]1[CH:24]=[C:23]([CH3:25])[CH:22]=[CH:21][C:17]=1[C:18]([NH:14][C:11]1[CH:12]=[CH:13][C:8]([C:5]2[CH:4]=[CH:3][C:2]([Cl:1])=[CH:7][CH:6]=2)=[CH:9][CH:10]=1)=[O:19]. Procedure: 4′-chloro-[1,1′-biphenyl]-4-amine (159 mg, 0.78 mmol), 2-bromo-4-methylbenzoic acid (140 mg, 0.65 mmol), EDC (125 mg, 0.65 mmol), HOBt (100 mg, 0.65 mmol), and diisopropylethyl amine (0.22 mL, 1.30 mmol) were dissolved in THF (2.6 mL) and stirred at room temperature. After 3 h the resulting mixture directly purified via column chromatography to yield the title compound. The reactants are ClC[Ge](C)(C)C (chloromethyltrimethyl germanium), mixture, C(C(=C)C)(=O)[O-].[K+] (potassium methacrylate), C1COCCOCCOCCOCCOCCO1 (18-crown-6 ether), C1(O)=CC=C(O)C=C1 (hydroquinone), CCCCCC.C(C)(=O)OC (n-hexane methyl acetate). The solvent is C(C)#N (acetonitrile). Reaction conditions: temperature 80 celsius. Yields the product C(C(=C)C)(=O)OC[Ge](C)(C)C (trimethylgermylmethyl methacrylate). Reaction SMILES: [C:1]([O-:6])(=[O:5])[C:2]([CH3:4])=[CH2:3].[K+].C1OCCOCCOCCOCCOCCOC1.C1(C=CC(O)=CC=1)O.Cl[CH2:35][Ge:36]([CH3:39])([CH3:38])[CH3:37].CCCCCC.C(OC)(=O)C>C(#N)C>[C:1]([O:6][CH2:35][Ge:36]([CH3:39])([CH3:38])[CH3:37])(=[O:5])[C:2]([CH3:4])=[CH2:3] |f:0.1,5.6|. Procedure: Approximately 225 ml of acetonitrile, 48 grams of potassium methacrylate, 2 grams of 18-crown-6 ether and 1 gram of hydroquinone was placed in a round bottom flask fitted with a condenser, stirrer, and septum inlet. The reaction mixture was heated to 80° C., using a heating mantle, and through the septum inlet approximately 45 grams of chloromethyltrimethyl germanium was added by syringe, in one aliquot. The reaction mixture was maintained for 65 hours at 80° C. with stirring. The reaction mixtu... Starting materials: Cl.BrC1=C2C=CC=C(C2=CC=C1)C(=O)NC1=CC(=C(C=C1)OC)N1CCN(CC1)C (5-bromo-N-[4-methoxy-3-(4-methylpiperazin-1-yl)phenyl]naphth-1-yl carboxamide hydrochloride salt), N1=CC=C(C=C1)B(O)O (4-pyridylboronic acid), C([O-])([O-])=O.[Na+].[Na+] (sodium carbonate). The solvent is COCCOC (1,2-dimethoxyethane), O (water). Yields the product COC1=C(C=C(C=C1)NC(=O)C1=CC=CC2=C(C=CC=C12)C1=CC=NC=C1)N1CCN(CC1)C (N-[4-Methoxy-3-(4-methylpiperazin-1-yl)phenyl]-5-(pyridin-4-yl)naphth-1-yl Carboxamide). Isolated yield 17.1%. Reaction SMILES: Cl.Br[C:3]1[CH:12]=[CH:11][CH:10]=[C:9]2[C:4]=1[CH:5]=[CH:6][CH:7]=[C:8]2[C:13]([NH:15][C:16]1[CH:21]=[CH:20][C:19]([O:22][CH3:23])=[C:18]([N:24]2[CH2:29][CH2:28][N:27]([CH3:30])[CH2:26][CH2:25]2)[CH:17]=1)=[O:14].[N:31]1[CH:36]=[CH:35][C:34](B(O)O)=[CH:33][CH:32]=1.C(=O)([O-])[O-].[Na+].[Na+]>COCCOC.O>[CH3:23][O:22][C:19]1[CH:20]=[CH:21][C:16]([NH:15][C:13]([C:8]2[C:9]3[C:4](=[C:3]([C:34]4[CH:35]=[CH:36][N:31]=[CH:32][CH:33]=4)[CH:12]=[CH:11][CH:10]=3)[CH:5]=[CH:6][CH:7]=2)=[O:14])=[CH:17][C:18]=1[N:24]1[CH2:25][CH2:26][N:27]([CH3:30])[CH2:28][CH2:29]1 |f:0.1,3.4.5|. Procedure details: A stirred suspension of 5-bromo-N-[4-methoxy-3-(4-methylpiperazin-1-yl)phenyl]naphth-1-yl carboxamide hydrochloride salt (E2, 0.35 g, 0.71 mmole) and 4-pyridylboronic acid (85 mg, 0.71 mmole) in 1,2-dimethoxyethane (30 ml) and water (30 ml) containing sodium carbonate (0.38 g, 3.5 mmole) was de-gassed by bubbling argon through for 15 minutes. Tetrakis (triphenylphosphine)palladium (0) (80 mg) was added and the mixture heated at reflux for 30 h. The mixture was concentrated in vacuo to approx. 30... Reactants: CCc1ccc(Cc2c[nH]c3cccc(OC4(O)C(O)OC(CO)C(O)C4O)c23)cc1, CCOC(=O)Cl. Product: CCOC(=O)OCC1OC(O)C(O)(Oc2cccc3[nH]cc(Cc4ccc(CC)cc4)c23)C(O)C1O. Reaction SMILES: [CH2:1]([CH3:2])[c:3]1[cH:4][cH:5][c:6]([CH2:7][c:8]2[cH:9][nH:10][c:11]3[cH:12][cH:13][cH:14][c:15]([O:17][C:18]4([OH:29])[CH:19]([OH:20])[O:21][CH:22]([CH2:27][OH:28])[CH:23]([OH:26])[CH:24]4[OH:25])[c:16]23)[cH:30][cH:31]1.[Cl:32][C:33](=[O:34])[O:35][CH2:36][CH3:37]>>[CH2:1]([CH3:2])[c:3]1[cH:4][cH:5][c:6]([CH2:7][c:8]2[cH:9][nH:10][c:11]3[cH:12][cH:13][cH:14][c:15]([O:17][C:18]4([OH:29])[CH:19]([OH:20])[O:21][CH:22]([CH2:27][O:28][C:33](=[O:34])[O:35][CH2:36][CH3:37])[CH:23]([OH:26])[CH:24]4[OH:25])[c:16]23)[cH:30][cH:31]1. The reactants are NC1=CC(=C(C(=O)OCC)C=C1I)Cl (ethyl 4-amino-2-chloro-5-iodobenzoate), C(C(=O)C)(=O)O (pyruvic acid), N12CCN(CC1)CC2 (1,4-diazabicyclo[2.2.2]octane). The reagents and catalysts are C(C)(=O)[O-].[Pd+2].C(C)(=O)[O-] (palladium(II) acetate). Run in CN(C=O)C (N,N-dimethylformamide). Reaction conditions: temperature 100 celsius, time 5 minute. Product: ClC1=C(C=C2C=C(NC2=C1)C(=O)O)C(=O)OCC (6-Chloro-5-(ethoxycarbonyl)-1H-indole-2-carboxylic acid). Isolated yield 129.0%. RXN SMILES: [NH2:1][C:2]1[C:12](I)=[CH:11][C:5]([C:6]([O:8][CH2:9][CH3:10])=[O:7])=[C:4]([Cl:14])[CH:3]=1.[C:15]([OH:20])(=[O:19])[C:16]([CH3:18])=O.N12CCN(CC1)CC2>CN(C)C=O.C([O-])(=O)C.[Pd+2].C([O-])(=O)C>[Cl:14][C:4]1[CH:3]=[C:2]2[C:12]([CH:18]=[C:16]([C:15]([OH:20])=[O:19])[NH:1]2)=[CH:11][C:5]=1[C:6]([O:8][CH2:9][CH3:10])=[O:7] |f:4.5.6|. Procedure details: A solution of ethyl 4-amino-2-chloro-5-iodobenzoate (1.82 g, 5.59 mmol) in N,N-dimethylformamide (18 ml) under argon was admixed with pyruvic acid (1.27 ml, 18.2 mmol) and 1,4-diazabicyclo[2.2.2]octane, evacuated and flooded with argon. Then argon was passed through the solution for 5 min, and then palladium(II) acetate (68 mg, 0.30 mmol) was added and the mixture was heated to 100° C. for 2 h. The cooled solution was filtered through Celite and the filtercake was rinsed with ethyl acetate (100 ... Reactants: NC1=NNC(=C1C(=O)OCC=C)N (Allyl 3,5-diamino-1H-pyrazole-4-carboxylate), C(=O)(O)[O-].[Na+] (NaHCO3), COC(C(CC#N)C(OC)OC)OC (3-(dimethoxymethyl)-4,4-dimethoxy-butanenitrile), NC1=NN2C(N=CC(=C2)CC#N)=C1C(=O)ON1N=NC2=C1C=CC=C2 (1H-benzo[d][1,2,3]triazol-1-yl 2-amino-6-(cyanomethyl)pyrazolo[1,5-a]pyrimidine-3-carboxylate). Solvent: CCOC(=O)C (EtOAc), CS(=O)C (DMSO), O (water). Reaction conditions: temperature 85 celsius, time 8 hour. The product is NC1=NN2C(N=CC(=C2)CC#N)=C1C(=O)OCC=C (allyl 2-amino-6-(cyanomethyl)-pyrazolo[1,5-a]pyrimidine-3-carboxylate). Isolated yield 62.4%. Reaction SMILES: [NH2:1][C:2]1[C:6]([C:7]([O:9][CH2:10][CH:11]=[CH2:12])=[O:8])=[C:5]([NH2:13])[NH:4][N:3]=1.CO[CH:16](OC)[CH:17]([CH:21](OC)OC)[CH2:18][C:19]#[N:20].NC1C(C(ON2C3C=CC=CC=3N=N2)=O)=C2N=CC(CC#N)=CN2N=1.C([O-])(O)=O.[Na+]>CS(C)=O.O.CCOC(C)=O>[NH2:13][C:5]1[C:6]([C:7]([O:9][CH2:10][CH:11]=[CH2:12])=[O:8])=[C:2]2[N:1]=[CH:16][C:17]([CH2:18][C:19]#[N:20])=[CH:21][N:3]2[N:4]=1 |f:3.4|. Procedure: To a suspension of allyl 3,5-diamino-1H-pyrazole-4-carboxylate 3 (63.49 g, 348.5 mmol) in a mixture of DMSO (340 mL) and water (340 mL), was added 3-(dimethoxymethyl)-4,4-dimethoxy-butanenitrile (Scheme 3, below) (85 g, 418.2 mmol), followed by para-toluene Sulfonic acid hydrate (1) (11.27 g, 59.24 mmol). The reaction mixture was heated to 85° C. and stirred overnight. The reaction mixture was cooled with an ice bath. The mixture was diluted with EtOAc (680 mL) and a saturated aqueous solution o... RXN SMILES: [CH:1](=[O:7])[CH2:2][CH2:3][CH2:4][CH2:5][CH3:6].[CH3:8][CH2:9][CH2:10]C(=O)CCCC>>[CH:8]#[C:9][CH2:10][CH:1]([OH:7])[CH2:2][CH2:3][CH2:4][CH2:5][CH3:6]. Reported procedure: When 1-hexanal is substituted for 4-octanone in Example 27, there is obtained the title product. Product: C#CCC(CCCCC)O (1-Nonyn-4-ol). Reactants: C(CCCCC)=O (1-hexanal), CCCC(CCCC)=O (4-octanone).